From a dataset of the Open Reaction Database (ORD), a public repository of structured organic reaction records. describe an organic reaction: reactants, conditions, products, and yield Reactants: CC(C)(C)OC(=O)N1CCC(=CC(=O)O)CC1, ClCCl, CCN=C=NCCCN(C)C, CNC(=O)C(Cc1ccccc1)N(C)C(=O)C(Cc1ccc2ccccc2c1)NC, Cl. The product is CNC(=O)C(Cc1ccccc1)N(C)C(=O)C(Cc1ccc2ccccc2c1)N(C)C(=O)C=C1CCN(C(=O)OC(C)(C)C)CC1. RXN SMILES: [C:1]([CH3:2])([CH3:3])([CH3:4])[O:5][C:6](=[O:7])[N:8]1[CH2:9][CH2:10][C:11](=[CH:14][C:15](=[O:16])[OH:17])[CH2:12][CH2:13]1.[CH2:60]([Cl:61])[Cl:62].[CH3:19][N:20]([CH3:21])[CH2:22][CH2:23][CH2:24][N:25]=[C:26]=[N:27][CH2:28][CH3:29].[CH3:30][N:31]([C:32]([CH:33]([CH2:34][c:35]1[cH:36][c:37]2[cH:38][cH:39][cH:40][cH:41][c:42]2[cH:43][cH:44]1)[NH:45][CH3:46])=[O:47])[CH:48]([CH2:49][c:50]1[cH:51][cH:52][cH:53][cH:54][cH:55]1)[C:56]([NH:57][CH3:58])=[O:59].[ClH:18]>>[C:1]([CH3:2])([CH3:3])([CH3:4])[O:5][C:6](=[O:7])[N:8]1[CH2:9][CH2:10][C:11](=[CH:14][C:15](=[O:17])[N:45]([CH:33]([C:32]([N:31]([CH3:30])[CH:48]([CH2:49][c:50]2[cH:51][cH:52][cH:53][cH:54][cH:55]2)[C:56]([NH:57][CH3:58])=[O:59])=[O:47])[CH2:34][c:35]2[cH:36][c:37]3[cH:38][cH:39][cH:40][cH:41][c:42]3[cH:43][cH:44]2)[CH3:46])[CH2:12][CH2:13]1. Starting materials: ClC1=C(C=C(C(=C1)OC1=NC=CC=C1C(=O)N1CCN(C2=CC=CC=C12)C1CC1)Cl)C=CC(=O)O (3-{2,5-Dichloro-4-[3-(4-cyclopropyl-3,4-dihydro-2H-quinoxaline-1-carbonyl)-pyridin-2-yloxy]-phenyl}-acrylic acid). The reagents and catalysts are [Pd] (palladium on carbon). Solvent: C(C)O (ethanol). The product is ClC1=C(C=C(C(=C1)OC1=NC=CC=C1C(=O)N1CCN(C2=CC=CC=C12)C1CC1)Cl)CCC(=O)O (3-{2,5-Dichloro-4-[3-(4-cyclopropyl-3,4-dihydro-2H-quinoxaline-1-carbonyl)-pyridin-2-yloxy]-phenyl}-propionic acid). Yield: 33.5%. Reaction SMILES: [Cl:1][C:2]1[CH:7]=[C:6]([O:8][C:9]2[C:14]([C:15]([N:17]3[C:26]4[C:21](=[CH:22][CH:23]=[CH:24][CH:25]=4)[N:20]([CH:27]4[CH2:29][CH2:28]4)[CH2:19][CH2:18]3)=[O:16])=[CH:13][CH:12]=[CH:11][N:10]=2)[C:5]([Cl:30])=[CH:4][C:3]=1[CH:31]=[CH:32][C:33]([OH:35])=[O:34]>C(O)C.[Pd]>[Cl:1][C:2]1[CH:7]=[C:6]([O:8][C:9]2[C:14]([C:15]([N:17]3[C:26]4[C:21](=[CH:22][CH:23]=[CH:24][CH:25]=4)[N:20]([CH:27]4[CH2:28][CH2:29]4)[CH2:19][CH2:18]3)=[O:16])=[CH:13][CH:12]=[CH:11][N:10]=2)[C:5]([Cl:30])=[CH:4][C:3]=1[CH2:31][CH2:32][C:33]([OH:35])=[O:34]. Reported procedure: To a suspension of 3-{2,5-dichloro-4-[3-(4-cyclopropyl-3,4-dihydro-2H-quinoxaline-1-carbonyl)-pyridin-2-yloxy]-phenyl}-acrylic acid (36 mg, 0.07 mmol, 1.0 equiv; Example 172) in ethanol (1.5 mL) was added palladium on carbon (1.5 mg, 0.001 mmol, 0.02 equiv; 10% Pd/C; [CAS RN 7440-05-3]) and the reaction mixture stirred under an atmosphere of hydrogen (3 bar) at rt over night. Removal of the solvent mixture under reduced pressure, filtration over Celite® and purification by preparative HPLC on re... Solvent: C(CO)O (ethylene glycol). The reactants are C(C=1C(C#N)=CC=CC1)#N (phthalonitrile), C[O-].C[O-].C[O-].[Ga+3] (gallium trimethoxide). Product: 25.1, [Ga].C=1C=CC=2C(C1)=C3NC2N=C4C=5C=CC=CC5C(=N4)N=C6C=7C=CC=CC7C(N6)=NC=8C=9C=CC=CC9C(=N3)N8 (gallium phthalocyanine). Procedure details: 31.8 parts of phthalonitrile, 10.1 parts of gallium trimethoxide, and 150 ml of ethylene glycol were stirred at a temperature of 200° C. in an atmosphere of nitrogen for 24 hours. The resulting product was then filtered. The product was washed with N,N-dimethylformamide and then with methanol, and then dried to obtain 25.1 parts of gallium phthalocyanine. Reaction SMILES: [C:1](#[N:10])[C:2]1[C:3](=[CH:6][CH:7]=[CH:8][CH:9]=1)[C:4]#[N:5].C[O-].C[O-].C[O-].[Ga+3:17]>C(O)CO>[Ga:17].[CH:7]1[CH:8]=[CH:9][C:2]2[C:3](=[C:4]3[N:5]=[C:4]4[N:10]=[C:1]([C:2]5[CH:9]=[CH:8][CH:7]=[CH:6][C:3]=54)[N:10]=[C:1]4[NH:5][C:4]([C:3]5[CH:6]=[CH:7][CH:8]=[CH:9][C:2]=54)=[N:10][C:1]4=[N:5][C:4]([C:3]5[CH:6]=[CH:7][CH:8]=[CH:9][C:2]=54)=[N:10][C:1]=2[NH:5]3)[CH:6]=1 |f:1.2.3.4,6.7|. Starting materials: COC(=O)C(=O)c1ccc(OCCN2CCOCC2)c2ccccc12, CO. Yields the product COC(=O)C(O)c1ccc(OCCN2CCOCC2)c2ccccc12. As a reaction SMILES: [CH3:1][O:2][C:3]([C:4](=[O:5])[c:6]1[cH:7][cH:8][c:9]([O:16][CH2:17][CH2:18][N:19]2[CH2:20][CH2:21][O:22][CH2:23][CH2:24]2)[c:10]2[cH:11][cH:12][cH:13][cH:14][c:15]12)=[O:25].[CH3:26][OH:27]>>[CH3:1][O:2][C:3]([CH:4]([OH:5])[c:6]1[cH:7][cH:8][c:9]([O:16][CH2:17][CH2:18][N:19]2[CH2:20][CH2:21][O:22][CH2:23][CH2:24]2)[c:10]2[cH:11][cH:12][cH:13][cH:14][c:15]12)=[O:25].